From a dataset of the Open Reaction Database (ORD), a public repository of structured organic reaction records. describe an organic reaction: reactants, conditions, products, and yield The reactants are ClCC1=CC=C(C=C1)[C@@H](N1CC(C1)=C(S(=O)(=O)C)C1=CC(=CC(=C1)F)F)C1=CC=C(C=C1)Cl (1-{(R*)-[4-(chloromethyl)phenyl](4-chlorophenyl)methyl}-3-[(3,5-difluorophenyl)(methylsulfonyl)methylene]azetidine), CN1CCNCC1 (N-methylpiperazine). Run in ClCCl (dichloromethane). Yields the product ClC1=CC=C(C=C1)[C@H](N1CC(C1)=C(S(=O)(=O)C)C1=CC(=CC(=C1)F)F)C1=CC=C(C=C1)CN1CCN(CC1)C (1-{(R*)-(4-chlorophenyl)[4-(4-methylpiperazin-1-ylmethyl)phenyl]methyl}-3-[(3,5-difluorophenyl)(methylsulfonyl)methylene]azetidine). Isolated yield 44.4%. As a reaction SMILES: Cl[CH2:2][C:3]1[CH:8]=[CH:7][C:6]([C@H:9]([C:27]2[CH:32]=[CH:31][C:30]([Cl:33])=[CH:29][CH:28]=2)[N:10]2[CH2:13][C:12](=[C:14]([C:19]3[CH:24]=[C:23]([F:25])[CH:22]=[C:21]([F:26])[CH:20]=3)[S:15]([CH3:18])(=[O:17])=[O:16])[CH2:11]2)=[CH:5][CH:4]=1.[CH3:34][N:35]1[CH2:40][CH2:39][NH:38][CH2:37][CH2:36]1>ClCCl>[Cl:33][C:30]1[CH:31]=[CH:32][C:27]([C@@H:9]([C:6]2[CH:7]=[CH:8][C:3]([CH2:2][N:38]3[CH2:39][CH2:40][N:35]([CH3:34])[CH2:36][CH2:37]3)=[CH:4][CH:5]=2)[N:10]2[CH2:13][C:12](=[C:14]([C:19]3[CH:20]=[C:21]([F:26])[CH:22]=[C:23]([F:25])[CH:24]=3)[S:15]([CH3:18])(=[O:17])=[O:16])[CH2:11]2)=[CH:28][CH:29]=1. Reported procedure: The operation is carried out as described in Example 87, starting with 0.05 g of 1-{(R*)-[4-(chloromethyl)phenyl](4-chlorophenyl)methyl}-3-[(3,5-difluorophenyl)(methylsulfonyl)methylene]azetidine, form A isomer, 1.0 cm3 of dichloromethane, and 0.020 g of N-methylpiperazine. The crude product is chromatographed on a silica gel column (particle size 0.06-0.200 mm, diameter 8 mm, height 8 cm), eluting with 80 cm3 of dichloromethane and then with a dichloromethane and methanol mixture (95/5 by volum... Starting materials: C(=O)C(C)C(CC)=O (2-formyl-3-pentanone), C(C)(=O)OC(=C)C (isopropenyl acetate). Reagents/catalysts: S(O)(O)(=O)=O (sulfuric acid). Product: C(C)(=O)OC=C(C(CC)=O)C (1-acetoxy-2-methyl-1-pentene-3-one). Isolated yield 70.5%. RXN SMILES: [CH:1]([CH:3]([C:5](=[O:8])[CH2:6][CH3:7])[CH3:4])=[O:2].[C:9](OC(C)=C)(=[O:11])[CH3:10]>S(=O)(=O)(O)O>[C:9]([O:2][CH:1]=[C:3]([CH3:4])[C:5](=[O:8])[CH2:6][CH3:7])(=[O:11])[CH3:10]. Reported procedure: A mixture of 11.4 g of 2-formyl-3-pentanone and 17 g of isopropenyl acetate was brought to reflux in the presence of 0.1 g of sulfuric acid. After removal of the acetone formed at ambient pressure, the desired product was distilled under vacuum. In this manner 11 g of 1-acetoxy-2-methyl-1-pentene-3-one was obtained under conditions of 104° C. and 16 mm of mercury, which is a yield of 70%. Reactants: CC1N(S(OC1C)(=O)=O)C(=O)OC(C)(C)C (tert-butyl 4,5-dimethyl-1,2,3-oxathiazolidine-3-carboxylate 2,2-dioxide), N1C(=CC=2C1=NC(=CC2)C(=O)OCC)C(=O)OCC (diethyl 1H-pyrrolo[2,3-b]pyridine-2,6-dicarboxylate), N1C(=CC=2C1=NC(=CC2)C(=O)OCC)C(=O)OCC (diethyl 1H-pyrrolo[2,3-b]pyridine-2,6-dicarboxylate), [H-].[Na+] (sodium hydride), oil. Run in CN(C)C=O (DMF), CN(C)C=O (DMF). Conditions: temperature 0 celsius, time 30 minute. The product is C(C)(C)(C)OC(=O)NC(C(C)N1C(=CC=2C1=NC(=CC2)C(=O)OCC)C(=O)OCC)C (Diethyl 1-{3-[(tert-butoxycarbonyl)amino]butan-2-yl}-1H-pyrrolo[2,3-b]pyridine-2,6-dicarboxylate). Isolated yield 106.5%. Reaction SMILES: [NH:1]1[C:5]2=[N:6][C:7]([C:10]([O:12][CH2:13][CH3:14])=[O:11])=[CH:8][CH:9]=[C:4]2[CH:3]=[C:2]1[C:15]([O:17][CH2:18][CH3:19])=[O:16].[H-].[Na+].[CH3:22][CH:23]1[CH:27]([CH3:28])OS(=O)(=O)[N:24]1[C:31]([O:33][C:34]([CH3:37])([CH3:36])[CH3:35])=[O:32]>CN(C=O)C>[C:34]([O:33][C:31]([NH:24][CH:23]([CH3:22])[CH:27]([N:1]1[C:5]2=[N:6][C:7]([C:10]([O:12][CH2:13][CH3:14])=[O:11])=[CH:8][CH:9]=[C:4]2[CH:3]=[C:2]1[C:15]([O:17][CH2:18][CH3:19])=[O:16])[CH3:28])=[O:32])([CH3:37])([CH3:36])[CH3:35] |f:1.2|. Procedure: To a solution of diethyl 1H-pyrrolo[2,3-b]pyridine-2,6-dicarboxylate (Intermediate D, 3.40 g, 13.0 mmol) in DMF (15 mL) cooled to 0° C. is added 60% sodium hydride in mineral oil (570 mg, 14.3 mmol). The mixture is stirred at 0° C. for 20 min after which a solution of tert-butyl 4,5-dimethyl-1,2,3-oxathiazolidine-3-carboxylate 2,2-dioxide (5.35 g, 14.3 mmol) in DMF (10 mL) is added. The mixture is stirred at 0° C. for 30 min after which the reaction was allowed to warm and stir at ambient temper... The reactants are COc1ccccc1-c1ccc2cnc(S(C)=O)nn12, CS(=O)(=O)O, COCC(C)O, COc1cc(C2CCN(CC(O)C(F)(F)F)CC2)ccc1N, O=C(O)C(F)(F)F. Yields the product COc1cc(C2CCN(CC(O)C(F)(F)F)CC2)ccc1Nc1ncc2ccc(-c3ccccc3OC)n2n1. As a reaction SMILES: [CH3:1][S:2](=[O:3])[c:4]1[n:5][n:6]2[c:7]([cH:8][n:9]1)[cH:10][cH:11][c:12]2-[c:13]1[c:14]([O:19][CH3:20])[cH:15][cH:16][cH:17][cH:18]1.[CH3:21][S:22](=[O:23])(=[O:24])[OH:25].[CH3:55][O:56][CH2:57][CH:58]([OH:59])[CH3:60].[NH2:26][c:27]1[c:28]([O:46][CH3:47])[cH:29][c:30]([CH:33]2[CH2:34][CH2:35][N:36]([CH2:39][CH:40]([C:41]([F:42])([F:43])[F:44])[OH:45])[CH2:37][CH2:38]2)[cH:31][cH:32]1.[OH:48][C:49]([C:50]([F:51])([F:52])[F:53])=[O:54]>>[c:4]1([NH:26][c:27]2[c:28]([O:46][CH3:47])[cH:29][c:30]([CH:33]3[CH2:34][CH2:35][N:36]([CH2:39][CH:40]([C:41]([F:42])([F:43])[F:44])[OH:45])[CH2:37][CH2:38]3)[cH:31][cH:32]2)[n:5][n:6]2[c:7]([cH:8][n:9]1)[cH:10][cH:11][c:12]2-[c:13]1[c:14]([O:19][CH3:20])[cH:15][cH:16][cH:17][cH:18]1.